This data is from the Open Reaction Database (ORD), a public repository of structured organic reaction records. The task is: describe an organic reaction: reactants, conditions, products, and yield Starting materials: C#CCO[Si](C)(C)C, CCOC(=O)Cl, [Li]CCCC, C1CCOC1, O. The product is CCOC(=O)C#CCO[Si](C)(C)C. As a reaction SMILES: [CH3:1][Si:2]([O:3][CH2:4][C:5]#[CH:6])([CH3:7])[CH3:8].[Cl:14][C:15](=[O:16])[O:17][CH2:18][CH3:19].[Li:9][CH2:10][CH2:11][CH2:12][CH3:13].[O:21]1[CH2:22][CH2:23][CH2:24][CH2:25]1.[OH2:20]>>[CH3:1][Si:2]([O:3][CH2:4][C:5]#[C:6][C:15](=[O:16])[O:17][CH2:18][CH3:19])([CH3:7])[CH3:8]. Reactants: hydrochloride salt, N[C@H]1CC[C@H](CC1)N1C(=NC2=C1C=CC(=C2)Cl)C(C)(C)O (cis-2-[1-(4-amino-cyclohexyl)-5-chloro-1H-benzoimidazol-2-yl]-propan-2-ol), FC(C=1C=C2CC(CC2=CC1)C=O)(F)F (5-trifluoromethyl-indan-2-carbaldehyde). Yields the product ClC1=CC2=C(N(C(=N2)C(C)(C)O)[C@@H]2CC[C@@H](CC2)NCC2CC3=CC=C(C=C3C2)C(F)(F)F)C=C1 (cis-2-(5-Chloro-1-{4-[(5-trifluoromethyl-indan-2-ylmethyl)-amino]-cyclohexyl}-1H-benzoimidazol-2-yl)-propan-2-ol). RXN SMILES: [NH2:1][C@@H:2]1[CH2:7][CH2:6][C@H:5]([N:8]2[C:12]3[CH:13]=[CH:14][C:15]([Cl:17])=[CH:16][C:11]=3[N:10]=[C:9]2[C:18]([OH:21])([CH3:20])[CH3:19])[CH2:4][CH2:3]1.[F:22][C:23]([F:36])([F:35])[C:24]1[CH:25]=[C:26]2[C:30](=[CH:31][CH:32]=1)[CH2:29][CH:28]([CH:33]=O)[CH2:27]2>>[Cl:17][C:15]1[CH:14]=[CH:13][C:12]2[N:8]([C@H:5]3[CH2:4][CH2:3][C@@H:2]([NH:1][CH2:33][CH:28]4[CH2:27][C:26]5[C:30](=[CH:31][CH:32]=[C:24]([C:23]([F:22])([F:35])[F:36])[CH:25]=5)[CH2:29]4)[CH2:7][CH2:6]3)[C:9]([C:18]([OH:21])([CH3:19])[CH3:20])=[N:10][C:11]=2[CH:16]=1. Procedure details: This compound was prepared from the hydrochloride salt of cis-2-[1-(4-amino-cyclohexyl)-5-chloro-1H-benzoimidazol-2-yl]-propan-2-ol and 5-trifluoromethyl-indan-2-carbaldehyde. 1H-NMR is consistent with the assigned structure, LC-MS showed a single peak, C27H31ClF3N3O (m/e) calcd 505.2108, obsd 506.1 (M+H). Reactants: C[Si](C)(C)N1CCCC1=O, O=C(Cl)Oc1ccc(Br)cc1, c1ccccc1. Product: O=C1CCCN1C(=O)Oc1ccc(Br)cc1. As a reaction SMILES: [CH3:12][Si:13]([N:14]1[C:15](=[O:19])[CH2:16][CH2:17][CH2:18]1)([CH3:20])[CH3:21].[Cl:1][C:2](=[O:3])[O:4][c:5]1[cH:6][cH:7][c:8]([Br:11])[cH:9][cH:10]1.[cH:22]1[cH:23][cH:24][cH:25][cH:26][cH:27]1>>[C:2](=[O:3])([O:4][c:5]1[cH:6][cH:7][c:8]([Br:11])[cH:9][cH:10]1)[N:14]1[C:15](=[O:19])[CH2:16][CH2:17][CH2:18]1. The reactants are Cl, CCCn1ccnc1N=Cc1ccccc1. The product is CCCn1ccnc1N. Reaction SMILES: [ClH:17].[c:1]1([CH:2]=[N:8][c:9]2[n:10]([CH2:14][CH2:15][CH3:16])[cH:11][cH:12][n:13]2)[cH:3][cH:4][cH:5][cH:6][cH:7]1>>[NH2:8][c:9]1[n:10]([CH2:14][CH2:15][CH3:16])[cH:11][cH:12][n:13]1. Procedure details: Into a flask containing ethyl diazoacetate (52.63 mmol, 6 g) in toluene (100 ml), 3-butyn-2-ol (78.94 mmol, 6.6 g) was added at RT and stirred at 100° C. for 5 h. The solvent was evaporated and the crude was purified by flash-chromatography. Yield 697 mg. 1H-NMR (400 MHz; CDCl3): δ 1.22-1.28 (m, 3H), 1.39 (t, 3H), 2.72-2.78 (m, 1H), 2.82-2.91 (m, 1H), 4.10-4.17 (m, 1H), 4.38 (q, 2H), 6.64 (s, 1H). Product: OC(CC1=CC(=NN1)C(=O)OCC)C (Ethyl 5-(2-hydroxypropyl)-1H-pyrazole-3-carboxylate). Starting materials: [N+](=[N-])=CC(=O)OCC (ethyl diazoacetate), CC(C#C)O (3-butyn-2-ol), C1(=CC=CC=C1)C (toluene). Conditions: temperature 100 celsius, time 5 hour. As a reaction SMILES: [N+:1](=[CH:3][C:4]([O:6][CH2:7][CH3:8])=[O:5])=[N-:2].[CH3:9][CH:10]([OH:13])[C:11]#[CH:12].[C:14]1(C)C=CC=CC=1>>[OH:13][CH:10]([CH3:9])[CH2:11][C:12]1[NH:2][N:1]=[C:3]([C:4]([O:6][CH2:7][CH3:8])=[O:5])[CH:14]=1.